This data is from the Open Reaction Database (ORD), a public repository of structured organic reaction records. The task is: describe an organic reaction: reactants, conditions, products, and yield Isolated yield 77.2%. Procedure: A mixture of 0.148 g of 4-chloro-5,8-dimethoxy-3-quinolinecarbonitrile, 0.146 g of N,N-dimethyl-1,3-phenylenediamine dihydrochloride, 0.2 ml of pyridine, and 5 ml of ethoxyethanol was stirred under nitrogen, at reflux temperature for 30 minutes. Then the mixture was partitioned between ethyl acetate and saturated sodium chloride solution. The organic layer was dried and concentrated in vacuo. The residue thus obtained was chromatographed on silica gel eluting with ethyl acetate. Solvent was remo... As a reaction SMILES: Cl[C:2]1[C:11]2[C:6](=[C:7]([O:14][CH3:15])[CH:8]=[CH:9][C:10]=2[O:12][CH3:13])[N:5]=[CH:4][C:3]=1[C:16]#[N:17].Cl.Cl.[CH3:20][N:21]([CH3:29])[C:22]1[CH:27]=[CH:26][CH:25]=[C:24]([NH2:28])[CH:23]=1.C(OC(O)C)C>N1C=CC=CC=1>[CH3:20][N:21]([CH3:29])[C:22]1[CH:23]=[C:24]([NH:28][C:2]2[C:11]3[C:6](=[C:7]([O:14][CH3:15])[CH:8]=[CH:9][C:10]=3[O:12][CH3:13])[N:5]=[CH:4][C:3]=2[C:16]#[N:17])[CH:25]=[CH:26][CH:27]=1 |f:1.2.3|. Starting materials: ClC1=C(C=NC2=C(C=CC(=C12)OC)OC)C#N (4-chloro-5,8-dimethoxy-3-quinolinecarbonitrile), Cl.Cl.CN(C1=CC(=CC=C1)N)C (N,N-dimethyl-1,3-phenylenediamine dihydrochloride), C(C)OC(C)O (ethoxyethanol). Run in N1=CC=CC=C1 (pyridine). Yields the product CN(C=1C=C(C=CC1)NC1=C(C=NC2=C(C=CC(=C12)OC)OC)C#N)C (4-(3-dimethylamino-phenylamino)-5,8-dimethoxy-quinoline-3-carbonitrile). Starting materials: C1CCOC1, CCN(C(C)C)C(C)C, Cc1ccc(F)cc1C1NC(=O)CC(c2cc(Cl)ccc2OC(C)(C)CO)C12C(=O)Nc1cc(Cl)ccc12, CC(=O)NCCN, On1nnc2ccccc21. Yields the product CC(=O)NCCNC(=O)C(C)(C)Oc1ccc(Cl)cc1C1CC(=O)NC(c2cc(F)ccc2C)C12C(=O)Nc1cc(Cl)ccc12. RXN SMILES: [CH2:65]1[O:66][CH2:67][CH2:68][CH2:69]1.[CH:49]([N:50]([CH2:51][CH3:52])[CH:53]([CH3:54])[CH3:55])([CH3:56])[CH3:57].[Cl:1][c:2]1[cH:3][cH:4][c:5]2[c:9]([cH:10]1)[NH:8][C:7](=[O:11])[C:6]21[CH:12]([c:31]2[c:32]([CH3:38])[cH:33][cH:34][c:35]([F:37])[cH:36]2)[NH:13][C:14](=[O:30])[CH2:15][CH:16]1[c:17]1[c:18]([O:24][C:25]([CH2:26][OH:27])([CH3:28])[CH3:29])[cH:19][cH:20][c:21]([Cl:23])[cH:22]1.[NH2:58][CH2:59][CH2:60][NH:61][C:62]([CH3:63])=[O:64].[OH:39][n:40]1[c:41]2[c:42]([cH:43][cH:44][cH:45][cH:46]2)[n:47][n:48]1>>[Cl:1][c:2]1[cH:3][cH:4][c:5]2[c:9]([cH:10]1)[NH:8][C:7](=[O:11])[C:6]21[CH:12]([c:31]2[c:32]([CH3:38])[cH:33][cH:34][c:35]([F:37])[cH:36]2)[NH:13][C:14](=[O:30])[CH2:15][CH:16]1[c:17]1[c:18]([O:24][C:25]([C:26](=[O:27])[NH:58][CH2:59][CH2:60][NH:61][C:62]([CH3:63])=[O:64])([CH3:28])[CH3:29])[cH:19][cH:20][c:21]([Cl:23])[cH:22]1. The reactants are c1ccc(OCC2CO2)cc1, CN(C)C=O, COc1cc2nc(NCCN)nc(N)c2cc1OC, O. The product is COc1cc2nc(NCCNCC(O)COc3ccccc3)nc(N)c2cc1OC. RXN SMILES: [CH2:1]([CH:2]1[CH2:3][O:4]1)[O:5][c:6]1[cH:7][cH:8][cH:9][cH:10][cH:11]1.[CH3:31][N:32]([CH3:33])[CH:34]=[O:35].[NH2:12][CH2:13][CH2:14][NH:15][c:16]1[n:17][c:18]2[cH:19][c:20]([O:29][CH3:30])[c:21]([O:27][CH3:28])[cH:22][c:23]2[c:24]([NH2:26])[n:25]1.[OH2:36]>>[CH2:1]([CH:2]([CH2:3][NH:12][CH2:13][CH2:14][NH:15][c:16]1[n:17][c:18]2[cH:19][c:20]([O:29][CH3:30])[c:21]([O:27][CH3:28])[cH:22][c:23]2[c:24]([NH2:26])[n:25]1)[OH:4])[O:5][c:6]1[cH:7][cH:8][cH:9][cH:10][cH:11]1. Isolated yield 57.0%. Starting materials: COC1=CC=C(C2=C1OC1(CCN(CC1)C(C)=O)O2)C(=O)O (7-methoxy-1′-acetyl-spiro[1,3-benzodioxole-2,4′-piperidine]-4-carboxylic acid), [Li+].[OH-] (LiOH), CO (MeOH), Cl (HCl). The solvent is O (water). RXN SMILES: [CH3:1][O:2][C:3]1[C:8]2[O:9][C:10]3([O:19][C:7]=2[C:6]([C:20]([OH:22])=[O:21])=[CH:5][CH:4]=1)[CH2:15][CH2:14][N:13](C(=O)C)[CH2:12][CH2:11]3.[Li+].[OH-].Cl.[CH3:26]O>O>[CH3:1][O:2][C:3]1[C:8]2[O:9][C:10]3([O:19][C:7]=2[C:6]([C:20]([O:22][CH3:26])=[O:21])=[CH:5][CH:4]=1)[CH2:15][CH2:14][NH:13][CH2:12][CH2:11]3 |f:1.2|. Product: COC1=CC=C(C2=C1OC1(CCNCC1)O2)C(=O)OC (methyl 7-methoxy-spiro[1,3-benzodioxole-2,4′-piperidine]-4-carboxylate). Reported procedure: A solution of 7-methoxy-1′-acetyl-spiro[1,3-benzodioxole-2,4′-piperidine]-4-carboxylic acid (143 mg, 0.467 mmol) and LiOH (224 mg, 9.34 mmol) in water (3 mL) and MeOH (3 mL) was heated to 75° C. for five hours. At room temperature the mixture was neutralized with 2M HCl and evaporated to dryness under reduced pressure. The crude 7-methoxy-spiro[1,3-benzodioxole-2,4′-piperidine]-4-carboxylic acid [LC/MS (METHOD B): (m/z) 266.2 (MH+); RT=1.57 min; purity (UV)=82%] was refluxed overnight in 1.7 M m... Starting materials: C(C)(=O)OCC (Ethyl acetate), ClC1=CC=C(C=C1)S(=O)(=O)C1(CCC(CC1)OS(=O)(=O)NCCOC(C)=O)C1=C(C=CC(=C1)F)F (Acetic acid 2-[4-(4-chloro-benzenesulfonyl)-4-(2,5-difluoro-phenyl)-cyclohexyloxysulfonylamino]-ethyl ester), [OH-].[Li+] (lithium hydroxide). Solvent: O1CCCC1 (tetrahydrofuran), O (water). Run at time 2 hour. The product is ClC1=CC=C(C=C1)S(=O)(=O)C1(CCC(CC1)OS(NCCO)(=O)=O)C1=C(C=CC(=C1)F)F ((2-Hydroxy-ethyl)-sulfamic acid 4-(4-chloro-benzenesulfonyl)-4-(2,5-difluoro-phenyl)-cyclohexyl ester). Reaction SMILES: [Cl:1][C:2]1[CH:7]=[CH:6][C:5]([S:8]([C:11]2([C:28]3[CH:33]=[C:32]([F:34])[CH:31]=[CH:30][C:29]=3[F:35])[CH2:16][CH2:15][CH:14]([O:17][S:18]([NH:21][CH2:22][CH2:23][O:24]C(=O)C)(=[O:20])=[O:19])[CH2:13][CH2:12]2)(=[O:10])=[O:9])=[CH:4][CH:3]=1.[OH-].[Li+].C(OCC)(=O)C>O1CCCC1.O>[Cl:1][C:2]1[CH:7]=[CH:6][C:5]([S:8]([C:11]2([C:28]3[CH:33]=[C:32]([F:34])[CH:31]=[CH:30][C:29]=3[F:35])[CH2:12][CH2:13][CH:14]([O:17][S:18](=[O:19])(=[O:20])[NH:21][CH2:22][CH2:23][OH:24])[CH2:15][CH2:16]2)(=[O:10])=[O:9])=[CH:4][CH:3]=1 |f:1.2|. Reported procedure: To a stirred solution of the product from Example 116 (54 mg, 0.1 mmol) in tetrahydrofuran (2 mL) was added lithium hydroxide (35 mg, 1.5 mmol) in water (2 mL) and the mixture stirred for 2 hours. Ethyl acetate (20 mL) was added, the solution washed with saturated aqueous ammonium chloride (10 mL), saturated aqueous sodium bicarbonate (10 mL) and brine (20 mL), dried (MgSO4) and evaporated to leave a residue which was purified by column chromatography on silica eluting with ethyl acetate:iso-hex... RXN SMILES: [CH2:18]([N:19]([CH2:20][CH3:21])[c:22]1[cH:23][cH:24][cH:25][cH:26][cH:27]1)[CH3:28].[CH3:34][N:35]([CH3:36])[CH:37]=[O:38].[Cl:1][c:2]1[cH:3][cH:4][c:5](-[n:8]2[nH:9][c:10]3[c:15]([c:16]2=[O:17])[CH2:14][CH2:13][CH2:12][CH2:11]3)[cH:6][cH:7]1.[P:29]([Br:30])([Br:31])([Br:32])=[O:33]>>[Cl:1][c:2]1[cH:3][cH:4][c:5](-[n:8]2[n:9][c:10]3[c:15]([c:16]2[Br:31])[CH2:14][CH2:13][CH2:12][CH2:11]3)[cH:6][cH:7]1. Reactants: CCN(CC)c1ccccc1, CN(C)C=O, O=c1c2c([nH]n1-c1ccc(Cl)cc1)CCCC2, O=P(Br)(Br)Br. Product: Clc1ccc(-n2nc3c(c2Br)CCCC3)cc1. Reactants: CC(=O)O[BH-](OC(C)=O)OC(C)=O, C=O, ClCCl, COCCC1CN(C2=Nc3cc(F)c(F)cc3Nc3sccc32)CCN1, [Na+]. The product is COCCC1CN(C2=Nc3cc(F)c(F)cc3Nc3sccc32)CCN1C. RXN SMILES: [C:29]([O:30][BH-:31]([O:32][C:33](=[O:34])[CH3:35])[O:36][C:37](=[O:38])[CH3:39])(=[O:40])[CH3:41].[CH2:27]=[O:28].[Cl:43][CH2:44][Cl:45].[F:1][c:2]1[c:3]([F:26])[cH:4][c:5]2[c:6]([cH:25]1)[NH:7][c:8]1[s:9][cH:10][cH:11][c:12]1[C:13]([N:15]1[CH2:16][CH:17]([CH2:21][CH2:22][O:23][CH3:24])[NH:18][CH2:19][CH2:20]1)=[N:14]2.[Na+:42]>>[F:1][c:2]1[c:3]([F:26])[cH:4][c:5]2[c:6]([cH:25]1)[NH:7][c:8]1[s:9][cH:10][cH:11][c:12]1[C:13]([N:15]1[CH2:16][CH:17]([CH2:21][CH2:22][O:23][CH3:24])[N:18]([CH3:29])[CH2:19][CH2:20]1)=[N:14]2.